Dataset: the Open Reaction Database (ORD), a public repository of structured organic reaction records. Task: describe an organic reaction: reactants, conditions, products, and yield Starting materials: FC(OC1=C(C(=O)NCC=2N=C(OC2)C2=CC(=C(C=C2)OC)O)C=CC=C1)F (2-difluoromethoxy-N-[2-(3-hydroxy-4-methoxyphenyl)oxazol-4-ylmethyl]-benzamide), BrC(C)C (2-bromopropane). As a reaction SMILES: [F:1][CH:2]([F:28])[O:3][C:4]1[CH:27]=[CH:26][CH:25]=[CH:24][C:5]=1[C:6]([NH:8][CH2:9][C:10]1[N:11]=[C:12]([C:15]2[CH:20]=[CH:19][C:18]([O:21][CH3:22])=[C:17]([OH:23])[CH:16]=2)[O:13][CH:14]=1)=[O:7].Br[CH:30]([CH3:32])[CH3:31]>>[F:28][CH:2]([F:1])[O:3][C:4]1[CH:27]=[CH:26][CH:25]=[CH:24][C:5]=1[C:6]([NH:8][CH2:9][C:10]1[N:11]=[C:12]([C:15]2[CH:20]=[CH:19][C:18]([O:21][CH3:22])=[C:17]([O:23][CH:30]([CH3:32])[CH3:31])[CH:16]=2)[O:13][CH:14]=1)=[O:7]. The product is FC(OC1=C(C(=O)NCC=2N=C(OC2)C2=CC(=C(C=C2)OC)OC(C)C)C=CC=C1)F (2-difluoromethoxy-N-[2-(3-isopropoxy-4-methoxyphenyl)oxazol-4-ylmethyl]benzamide). Procedure details: Using the compound obtained in Example 321 and 2-bromopropane, white powdery 2-difluoromethoxy-N-[2-(3-isopropoxy-4-methoxyphenyl)oxazol-4-ylmethyl]benzamide was obtained following the procedure of Example 3. Reactants: CCCCCCCCCCCC#Cc1ccccc1C=C(C(=O)OCC)C(=O)OCC, [H][H], [Pd], c1ccncc1. Reaction SMILES: [C:1](#[C:2][CH2:3][CH2:4][CH2:5][CH2:6][CH2:7][CH2:8][CH2:9][CH2:10][CH2:11][CH2:12][CH3:13])[c:14]1[c:15]([CH:20]=[C:21]([C:22](=[O:23])[O:24][CH2:25][CH3:26])[C:27](=[O:28])[O:29][CH2:30][CH3:31])[cH:16][cH:17][cH:18][cH:19]1.[H:32][H:33].[Pd:40].[cH:34]1[cH:35][cH:36][n:37][cH:38][cH:39]1>>[CH:1](=[CH:2][CH2:3][CH2:4][CH2:5][CH2:6][CH2:7][CH2:8][CH2:9][CH2:10][CH2:11][CH2:12][CH3:13])[c:14]1[c:15]([CH:20]=[C:21]([C:22](=[O:23])[O:24][CH2:25][CH3:26])[C:27](=[O:28])[O:29][CH2:30][CH3:31])[cH:16][cH:17][cH:18][cH:19]1. Product: CCCCCCCCCCCC=Cc1ccccc1C=C(C(=O)OCC)C(=O)OCC. RXN SMILES: [Al+3:2].[C:5]([CH3:6])([CH3:7])([CH3:8])[O:9][C:10](=[O:11])[NH:12][CH:13]1[CH2:14][N:15]([c:19]2[c:20]([C:49](=[O:50])[O:51][CH3:52])[c:21]3[n:22]([CH3:48])[c:23](=[O:47])[n:24]([CH2:38][c:39]4[cH:40][cH:41][c:42]([O:43][CH3:44])[cH:45][cH:46]4)[c:25](=[O:37])[c:26]3[n:27]2[CH2:28][c:29]2[c:30]([Cl:36])[cH:31][cH:32][c:33]([F:35])[cH:34]2)[CH2:16][CH2:17][CH2:18]1.[CH3:54][O:55][c:56]1[cH:57][cH:58][cH:59][cH:60][cH:61]1.[Cl-:1].[Cl-:3].[Cl-:4].[ClH:53]>>[C:5]([CH3:6])([CH3:7])([CH3:8])[O:9][C:10](=[O:11])[NH:12][CH:13]1[CH2:14][N:15]([c:19]2[c:20]([C:49](=[O:50])[O:51][CH3:52])[c:21]3[n:22]([CH3:48])[c:23](=[O:47])[nH:24][c:25](=[O:37])[c:26]3[n:27]2[CH2:28][c:29]2[c:30]([Cl:36])[cH:31][cH:32][c:33]([F:35])[cH:34]2)[CH2:16][CH2:17][CH2:18]1. The product is COC(=O)c1c(N2CCCC(NC(=O)OC(C)(C)C)C2)n(Cc2cc(F)ccc2Cl)c2c(=O)[nH]c(=O)n(C)c12. Reactants: [Al+3], COC(=O)c1c(N2CCCC(NC(=O)OC(C)(C)C)C2)n(Cc2cc(F)ccc2Cl)c2c(=O)n(Cc3ccc(OC)cc3)c(=O)n(C)c12, COc1ccccc1, [Cl-], [Cl-], [Cl-], Cl.